From a dataset of the Open Reaction Database (ORD), a public repository of structured organic reaction records. describe an organic reaction: reactants, conditions, products, and yield Reactants: NCCc1c[nH]c2ccc(OCc3ccccc3)cc12, CCN(C(C)C)C(C)C, ClC(Cl)Cl, Cl, O=C1OC(=O)c2ccccc21, c1ccncc1. The product is O=C1c2ccccc2C(=O)N1CCc1c[nH]c2ccc(OCc3ccccc3)cc12. Reaction SMILES: [CH2:2]([c:3]1[cH:4][cH:5][cH:6][cH:7][cH:8]1)[O:9][c:10]1[cH:11][cH:12][c:13]2[nH:14][cH:15][c:16]([CH2:17][CH2:18][NH2:19])[c:20]2[cH:21]1.[CH:33]([N:34]([CH2:35][CH3:36])[CH:37]([CH3:38])[CH3:39])([CH3:40])[CH3:41].[Cl:42][CH:43]([Cl:44])[Cl:45].[ClH:1].[O:22]=[C:23]1[O:24][C:25](=[O:26])[c:27]2[cH:28][cH:29][cH:30][cH:31][c:32]21.[cH:46]1[cH:47][cH:48][n:49][cH:50][cH:51]1>>[CH2:2]([c:3]1[cH:4][cH:5][cH:6][cH:7][cH:8]1)[O:9][c:10]1[cH:11][cH:12][c:13]2[nH:14][cH:15][c:16]([CH2:17][CH2:18][N:19]3[C:23](=[O:22])[c:32]4[c:27]([cH:28][cH:29][cH:30][cH:31]4)[C:25]3=[O:24])[c:20]2[cH:21]1. Starting materials: CC(=O)O[BH-](OC(C)=O)OC(C)=O, CC=O, ClCCCl, COc1cc(-c2nn(C3CCNCC3)c3ncnc(N)c23)ccc1NC(=O)c1cc2ccccc2n1C, [Na+]. Yields the product CCN1CCC(n2nc(-c3ccc(NC(=O)c4cc5ccccc5n4C)c(OC)c3)c3c(N)ncnc32)CC1. As a reaction SMILES: [C:41]([O:42][BH-:43]([O:44][C:45](=[O:46])[CH3:47])[O:48][C:49](=[O:50])[CH3:51])(=[O:52])[CH3:53].[CH:38]([CH3:39])=[O:40].[Cl:55][CH2:56][CH2:57][Cl:58].[NH2:1][c:2]1[c:3]2[c:4]([n:5][cH:6][n:7]1)[n:8]([CH:32]1[CH2:33][CH2:34][NH:35][CH2:36][CH2:37]1)[n:9][c:10]2-[c:11]1[cH:12][c:13]([O:30][CH3:31])[c:14]([NH:17][C:18](=[O:19])[c:20]2[n:21]([CH3:29])[c:22]3[cH:23][cH:24][cH:25][cH:26][c:27]3[cH:28]2)[cH:15][cH:16]1.[Na+:54]>>[NH2:1][c:2]1[c:3]2[c:4]([n:5][cH:6][n:7]1)[n:8]([CH:32]1[CH2:33][CH2:34][N:35]([CH2:38][CH3:39])[CH2:36][CH2:37]1)[n:9][c:10]2-[c:11]1[cH:12][c:13]([O:30][CH3:31])[c:14]([NH:17][C:18](=[O:19])[c:20]2[n:21]([CH3:29])[c:22]3[cH:23][cH:24][cH:25][cH:26][c:27]3[cH:28]2)[cH:15][cH:16]1. Starting materials: CC(C#C/C=C/CN(C)CC=1C=C(C=CC1)C(C)=O)(C)C (trans-3′-[N-(6,6-Dimethyl-2-hepten-4-ynyl)-N-methylaminomethyl]acetophenone), ice water, C(CCC)[Li] (n-butyl lithium), CCCCCC (n-hexane). The reagents and catalysts are [Br-].C[P+](C1=CC=CC=C1)(C1=CC=CC=C1)C1=CC=CC=C1 (Methyl triphenylphosphonium bromide). The solvent is O1CCCC1 (tetrahydrofuran), O1CCCC1 (tetrahydrofuran). Product: CC(C#C/C=C/CN(C)CC1=CC(=CC=C1)C(=C)C)(C)C (trans-N-(6,6-Dimethyl-2-hepten-4-ynyl)-N-methyl-(3-isopropenylbenzyl)amine). Isolated yield 45.2%. As a reaction SMILES: [CH2:1]([Li])CCC.CCCCCC.[CH3:12][C:13]([CH3:32])([CH3:31])[C:14]#[C:15]/[CH:16]=[CH:17]/[CH2:18][N:19]([CH2:21][C:22]1[CH:23]=[C:24]([C:28](=O)[CH3:29])[CH:25]=[CH:26][CH:27]=1)[CH3:20]>[Br-].C[P+](C1C=CC=CC=1)(C1C=CC=CC=1)C1C=CC=CC=1.O1CCCC1>[CH3:12][C:13]([CH3:32])([CH3:31])[C:14]#[C:15]/[CH:16]=[CH:17]/[CH2:18][N:19]([CH2:21][C:22]1[CH:27]=[CH:26][CH:25]=[C:24]([C:28]([CH3:1])=[CH2:29])[CH:23]=1)[CH3:20] |f:3.4|. Procedure details: Methyl triphenylphosphonium bromide (2.33 g; 6.52 mmol) was suspended in tetrahydrofuran (15 ml). While the suspension was stirred under nitrogen atmosphere at room temperature, n-butyl lithium in n-hexane (1.68 M: 4.6 ml; 7.82 mmol) was added dropwise. After the reaction mixture turned deep red, the mixture was cooled in an ice bath, and Compound 1 (1.54 g; 5.43 mmol) in tetrahydrofuran (15 ml) was added dropwise thereto. After completion of the addition, the mixture was removed from the ice ba... Starting materials: [F-].C(CCC)[N+](CCCC)(CCCC)CCCC (tetra n-butylammonium fluoride), ClC=1C=C(OC(C(=O)NC(C#CCO[Si](C)(C)C(C)(C)C)(C)C)CC)C=C(C1)Cl (2-(3,5-Dichlorophenoxy)-N-(1-tert-butyldimethylsilyloxy-4-methylpent-2-yn-4-yl)butyramide), CCCCCC.C(C)(=O)OCC (hexane ethyl acetate). Solvent: O1CCCC1 (tetrahydrofuran). Conditions: temperature 0 celsius, time 2 hour. The product is ClC=1C=C(OC(C(=O)NC(C#CCCO)(C)C)CC)C=C(C1)Cl (2-(3,5-dichlorophenoxy)-N-(1-hydroxymethyl-4-methylpent-2-yn-4-yl) butyramide). RXN SMILES: [Cl:1][C:2]1[CH:3]=[C:4]([CH:26]=[C:27]([Cl:29])[CH:28]=1)[O:5][CH:6]([CH2:24][CH3:25])[C:7]([NH:9][C:10]([CH3:23])([CH3:22])[C:11]#[C:12][CH2:13]O[Si](C(C)(C)C)(C)C)=[O:8].[F-].C([N+](CCCC)(CCCC)CCCC)CCC.CCCCCC.[C:54](OCC)(=[O:56])C>O1CCCC1>[Cl:29][C:27]1[CH:26]=[C:4]([CH:3]=[C:2]([Cl:1])[CH:28]=1)[O:5][CH:6]([CH2:24][CH3:25])[C:7]([NH:9][C:10]([CH3:22])([CH3:23])[C:11]#[C:12][CH2:13][CH2:54][OH:56])=[O:8] |f:1.2,3.4|. Procedure details: 2-(3,5-Dichlorophenoxy)-N-(1-tert-butyldimethylsilyloxy-4-methylpent-2-yn-4-yl)butyramide (prepared as described in Example 1; 3.35 g) in tetrahydrofuran (60 ml) was stirred at 3-5° C. and a solution of tetra n-butylammonium fluoride (14.6 ml of 1M solution in tetrahydrofuran) was added dropwise over 5 minutes. On completion of the addition, the mixture was stirred for 0.5 hour at 0° C., 2 hours at ambient temperature and stored for 18 hours. The solvent was evaporated under reduced pressure and... As a reaction SMILES: C([O:14][C:15]([C:17]1[N:18]2[CH:21]([S:22][CH2:23][C:24]=1[CH:25]=[C:26]([S:28][C:29]1[S:33][C:32]([CH3:34])=[N:31][N:30]=1)[CH3:27])[CH:20]([NH:35][C:36](=[O:66])[C:37](=[N:63][O:64][CH3:65])[C:38]1[N:39]=[C:40]([NH:43]C(C3C=CC=CC=3)(C3C=CC=CC=3)C3C=CC=CC=3)[S:41][CH:42]=1)[C:19]2=[O:67])=[O:16])(C1C=CC=CC=1)C1C=CC=CC=1>C(O)=O>[NH2:43][C:40]1[S:41][CH:42]=[C:38]([C:37](=[N:63][O:64][CH3:65])[C:36]([NH:35][CH:20]2[C:19](=[O:67])[N:18]3[CH:21]2[S:22][CH2:23][C:24]([CH:25]=[C:26]([S:28][C:29]2[S:33][C:32]([CH3:34])=[N:31][N:30]=2)[CH3:27])=[C:17]3[C:15]([OH:16])=[O:14])=[O:66])[N:39]=1. Run at temperature 50 celsius, time 30 minute. Solvent: C(=O)O (formic acid). Starting materials: C(C1=CC=CC=C1)(C1=CC=CC=C1)OC(=O)C=1N2C(C(C2SCC1C=C(C)SC1=NN=C(S1)C)NC(C(C=1N=C(SC1)NC(C1=CC=CC=C1)(C1=CC=CC=C1)C1=CC=CC=C1)=NOC)=O)=O (2-benzhydryloxycarbonyl-3-{2-[(2-methyl-1,3,4-thiadiazol-5-yl)-thio]-prop-1-en-1-yl}-7-[2-methoxyimino-2-(2-tritylaminothiazol-4-yl)-acetamido]-8-oxo-5-thia-1-azabicyclo[4.2.0]oct-2-ene). Product: NC=1SC=C(N1)C(C(=O)NC1C2SCC(=C(N2C1=O)C(=O)O)C=C(C)SC1=NN=C(S1)C)=NOC (7-[2-(2-aminothiazol-4-yl)-2-methoxyiminoacetamido]-2-carboxy-3-{2-[(2-methyl-1,3,4-thiadiazol-5-yl)-thio]-prop-1-en-1-yl}-8-oxo-5-thia-1-azabicyclo[4.2.0]oct-2-ene). Yield: 13.7%. Procedure: The Z form of the syn isomer of 2-benzhydryloxycarbonyl-3-{2-[(2-methyl-1,3,4-thiadiazol-5-yl)-thio]-prop-1-en-1-yl}-7-[2-methoxyimino-2-(2-tritylaminothiazol-4-yl)-acetamido]-8-oxo-5-thia-1-azabicyclo[4.2.0]oct-2-ene (0.76 g) is dissolved in formic acid (8 cc). The solution is heated to 50° C. and distilled water (4 cc) is added dropwise in the course of 10 minutes. The mixture is stirred for 30 minutes at 50° C., distilled water (4 cc) is then added, the mixture is cooled and filtered and the ... Reactants: [Si](C)(C)(C(C)(C)C)OCC1=CC(=NC=C1)C#N (4-(tert-butyldimethylsilyloxymethyl)pyridine-2-carbonitrile), S(O)(O)(=O)=O (sulfuric acid). Run in C(C)O (ethanol). Product: OCC1=CC(=NC=C1)C#N (4-Hydroxymethylpyridine-2-carbonitrile). Isolated yield 75.2%. Reaction SMILES: [Si]([O:8][CH2:9][C:10]1[CH:15]=[CH:14][N:13]=[C:12]([C:16]#[N:17])[CH:11]=1)(C(C)(C)C)(C)C.S(=O)(=O)(O)O>C(O)C>[OH:8][CH2:9][C:10]1[CH:15]=[CH:14][N:13]=[C:12]([C:16]#[N:17])[CH:11]=1. Procedure details: In ethanol, 4-(tert-butyldimethylsilyloxymethyl)pyridine-2-carbonitrile (260 mg, 1.1 mmol) synthesized in Production Example 86 was dissolved, and concentrated sulfuric acid (123 μL, 2.3 mmol) was added thereto. The mixture was refluxed overnight. After the completion of the reaction was confirmed by HPLC, the reaction mixture was allowed to cool down to a room temperature, and the solvent was distilled off. The resulting residue was dissolved in ethyl acetate and washed with water and a saturat... Reactants: Cc1ccccc1, Cc1cccc(C)c1NC(=O)CCl, [NH2-], O=C1CCCN1, [Na], O. The product is Cc1cccc(C)c1NC(=O)CN1CCCC1=O. Reaction SMILES: [CH3:23][c:24]1[cH:25][cH:26][cH:27][cH:28][cH:29]1.[Cl:9][CH2:10][C:11](=[O:12])[NH:13][c:14]1[c:15]([CH3:21])[cH:16][cH:17][cH:18][c:19]1[CH3:20].[NH2-:2].[NH:3]1[C:4](=[O:8])[CH2:5][CH2:6][CH2:7]1.[Na:1].[OH2:22]>>[N:3]1([CH2:10][C:11](=[O:12])[NH:13][c:14]2[c:15]([CH3:21])[cH:16][cH:17][cH:18][c:19]2[CH3:20])[C:4](=[O:8])[CH2:5][CH2:6][CH2:7]1.